From a dataset of the Open Reaction Database (ORD), a public repository of structured organic reaction records. describe an organic reaction: reactants, conditions, products, and yield Reactants: C(CCCCC)C1=NN=C(S1)N=C=O (5-Hexyl-1,3,4-thiadiazol-2-yl isocyanate), dimethyl acetal, C(C#C)NC(C=O)COC (2-propargylamino-3-methoxy-propionaldehyde). Solvent: C1=CC=CC=C1 (benzene), C1=CC=CC=C1 (benzene). The product is dimethyl acetal, C(C#C)N(C(=O)NC=1SC(=NN1)CCCCCC)C(C=O)COC (2-[1-propargyl-3-(5-hexyl-1,3,4thiadiazol-2-yl)-ureido]-3-methoxypropionaldehyde). As a reaction SMILES: [CH2:1]([C:7]1[S:11][C:10]([N:12]=[C:13]=[O:14])=[N:9][N:8]=1)[CH2:2][CH2:3][CH2:4][CH2:5][CH3:6].[CH2:15]([NH:18][CH:19]([CH2:22][O:23][CH3:24])[CH:20]=[O:21])[C:16]#[CH:17]>C1C=CC=CC=1>[CH2:15]([N:18]([CH:19]([CH2:22][O:23][CH3:24])[CH:20]=[O:21])[C:13]([NH:12][C:10]1[S:11][C:7]([CH2:1][CH2:2][CH2:3][CH2:4][CH2:5][CH3:6])=[N:8][N:9]=1)=[O:14])[C:16]#[CH:17]. Reported procedure: 5-Hexyl-1,3,4-thiadiazol-2-yl isocyanate dimer (0.05 mole), the dimethyl acetal of 2-propargylamino-3-methoxy-propionaldehyde (0.1 mole) and benzene (60 ml) are charged into a glass reaction vessel equipped with a mechanical stirrer, thermometer and reflux condenser. The reaction mixture is heated at reflux for a period of about 30 minutes. After this time the mixture is stripped of benzene under reduced pressure to yield a solid product as the residue. This residue is then recrystallized to yie... Starting materials: C=CCC(=O)OCC(C)C, ClCCCl, O, O=P(O)(O)O, O=S(=O)(O)O. Yields the product CC(C)COC(=O)CC1CO1. As a reaction SMILES: [C:11]([CH2:12][CH:13]=[CH2:14])(=[O:15])[O:16][CH2:17][CH:18]([CH3:19])[CH3:20].[Cl:22][CH2:23][CH2:24][Cl:25].[OH2:21].[P:1](=[O:2])([OH:3])([OH:4])[OH:5].[S:6]([OH:7])(=[O:8])(=[O:9])[OH:10]>>[O:7]1[CH:13]([CH2:12][C:11](=[O:15])[O:16][CH2:17][CH:18]([CH3:19])[CH3:20])[CH2:14]1. Starting materials: BrC=1C(=C(C(=O)NCCCCCC(=O)OC)C=CC1)C (methyl 6-(3-bromo-2-methylbenzamido)hexanoate), COC1=C(C=CC(=C1)OC)B(O)O (2,4-dimethoxyphenyl boronic acid), tetrakis(triphenylphosphin)palladium, C([O-])([O-])=O.[Na+].[Na+] (sodium carbonate). Solvent: O1CCOCC1.O (dioxane H2O). Yields the product CC1=C(C(=O)NCCCCCC(=O)OC)C=CC=C1C1=C(C=C(C=C1)OC)OC (methyl 6-(2-methyl-3-(2,4-dimethoxyphenyl)-benzamido)hexanoate). Isolated yield 77.6%. As a reaction SMILES: Br[C:2]1[C:3]([CH3:20])=[C:4]([CH:17]=[CH:18][CH:19]=1)[C:5]([NH:7][CH2:8][CH2:9][CH2:10][CH2:11][CH2:12][C:13]([O:15][CH3:16])=[O:14])=[O:6].C(=O)([O-])[O-].[Na+].[Na+].[CH3:27][O:28][C:29]1[CH:34]=[C:33]([O:35][CH3:36])[CH:32]=[CH:31][C:30]=1B(O)O>O1CCOCC1.O>[CH3:20][C:3]1[C:2]([C:32]2[CH:31]=[CH:30][C:29]([O:28][CH3:27])=[CH:34][C:33]=2[O:35][CH3:36])=[CH:19][CH:18]=[CH:17][C:4]=1[C:5]([NH:7][CH2:8][CH2:9][CH2:10][CH2:11][CH2:12][C:13]([O:15][CH3:16])=[O:14])=[O:6] |f:1.2.3,5.6|. Procedure details: The procedure of the step 1 in Example 92 was repeated except that the methyl 6-(3-bromo-2-methylbenzamido)hexanoate (34 mg, 0.10 mmol), tetrakis(triphenylphosphin)palladium (12 mg, 0.010 mmol), sodium carbonate (21 mg, 0.20 mmol), and 2,4-dimethoxyphenyl boronic acid (27 mg, 0.15 mmol) instead of phenyl boronic acid were dissolved in 3 mL of dioxane/H2O (4:1, v/v) to obtain the title compound (31 mg, 80%).